This data is from the Open Reaction Database (ORD), a public repository of structured organic reaction records. The task is: describe an organic reaction: reactants, conditions, products, and yield Reactants: COc1ccc2c3c1OC1C(=O)C=CC4(OC)C(C2)N(C)CCC314, CO. Yields the product COc1ccc2c3c1OC1C(=O)CCC4(OC)C(C2)N(C)CCC314. RXN SMILES: [CH3:1][O:2][c:3]1[cH:4][cH:5][c:6]2[c:15]3[c:16]1[O:17][CH:13]1[C:12](=[O:22])[CH:11]=[CH:10][C:9]4([O:23][CH3:24])[CH:8]([CH2:7]2)[N:20]([CH3:21])[CH2:19][CH2:18][C:14]413.[CH3:25][OH:26]>>[CH3:1][O:2][c:3]1[cH:4][cH:5][c:6]2[c:15]3[c:16]1[O:17][CH:13]1[C:12](=[O:22])[CH2:11][CH2:10][C:9]4([O:23][CH3:24])[CH:8]([CH2:7]2)[N:20]([CH3:21])[CH2:19][CH2:18][C:14]413. Starting materials: OCc1cnn(Cc2ccccc2)c1-c1ccccc1, C1CCOC1. Yields the product O=Cc1cnn(Cc2ccccc2)c1-c1ccccc1. RXN SMILES: [CH2:1]([c:2]1[cH:3][cH:4][cH:5][cH:6][cH:7]1)[n:8]1[n:9][cH:10][c:11]([CH2:19][OH:20])[c:12]1-[c:13]1[cH:14][cH:15][cH:16][cH:17][cH:18]1.[O:21]1[CH2:22][CH2:23][CH2:24][CH2:25]1>>[CH2:1]([c:2]1[cH:3][cH:4][cH:5][cH:6][cH:7]1)[n:8]1[n:9][cH:10][c:11]([CH:19]=[O:20])[c:12]1-[c:13]1[cH:14][cH:15][cH:16][cH:17][cH:18]1. Starting materials: OC1CN(CC2OC12)C(=O)OCC ((±)-ethyl 5-hydroxy-7-oxa-3-aza-bicyclo[4.1.0]heptane-3-carboxylate), [N-]=[N+]=[N-].[Na+] (NaN3), [NH4+].[Cl-] (NH4Cl). The solvent is COCCO (2-methoxyethanol). Run at temperature 125 celsius. Product: N(=[N+]=[N-])C1C(CN(CC1O)C(=O)OCC)O ((±)-ethyl 4-azido-3,5-dihydroxypiperidine-1-carboxylate). Yield: 26.0%. RXN SMILES: [OH:1][CH:2]1[CH:8]2[CH:6]([O:7]2)[CH2:5][N:4]([C:9]([O:11][CH2:12][CH3:13])=[O:10])[CH2:3]1.[N-:14]=[N+:15]=[N-:16].[Na+].[NH4+].[Cl-]>COCCO>[N:14]([CH:8]1[CH:2]([OH:1])[CH2:3][N:4]([C:9]([O:11][CH2:12][CH3:13])=[O:10])[CH2:5][CH:6]1[OH:7])=[N+:15]=[N-:16] |f:1.2,3.4|. Procedure: To a solution of Compound 239G (2.0 g, 10.7 mmol) in 2-methoxyethanol (40 mL) was added NaN3 (3.5 g, 53.4 mmol) and NH4Cl (2.3 g, 42.72 mmol). The reaction mixture was heated at 125° C. overnight. After cooling to room temperature, the solvent was removed under reduced pressure and the residue was taken into EtOAc (50 mL), washed with water (10 mL×2) and dried over anhydrous Na2SO4. Concentration in vacuo followed by flash chromatography (hexane-EtOAc: 1:1 to 1:2) on silica gel afforded 0.64 g o... The reactants are CC(CNC[C@H](N)C1=CC=CC=C1)C ((R) —N2-(2-methylpropyl)-1-phenyl-ethane-1,2-diamine), C(C)(C)(C)OC(NCCC(C)N1CCC(CC1)=O)=O ([3-(4-oxo-piperidin-1-yl)-butyl]-carbamic acid tert-butyl ester). The product is C(C)(C)(C)OC(NCCC(C)N1CCC(CC1)N[C@@H](CNCC(C)C)C1=CC=CC=C1)=O ({3-[4-((R)-2-(2-methylpropyl)amino-1-phenyl-ethylamino)-piperidin-1-yl]-butyl}-carbamic acid tert-butyl ester). Yield: 58.2%. RXN SMILES: [CH3:1][CH:2]([CH3:14])[CH2:3][NH:4][CH2:5][C@@H:6]([C:8]1[CH:13]=[CH:12][CH:11]=[CH:10][CH:9]=1)[NH2:7].[C:15]([O:19][C:20](=[O:33])[NH:21][CH2:22][CH2:23][CH:24]([N:26]1[CH2:31][CH2:30][C:29](=O)[CH2:28][CH2:27]1)[CH3:25])([CH3:18])([CH3:17])[CH3:16]>>[C:15]([O:19][C:20](=[O:33])[NH:21][CH2:22][CH2:23][CH:24]([N:26]1[CH2:31][CH2:30][CH:29]([NH:7][C@H:6]([C:8]2[CH:13]=[CH:12][CH:11]=[CH:10][CH:9]=2)[CH2:5][NH:4][CH2:3][CH:2]([CH3:14])[CH3:1])[CH2:28][CH2:27]1)[CH3:25])([CH3:16])([CH3:17])[CH3:18]. Procedure details: Using general procedure A, (R) —N2-(2-methylpropyl)-1-phenyl-ethane-1,2-diamine (350 mg, 1.82 mmol) and [3-(4-oxo-piperidin-1-yl)-butyl]-carbamic acid tert-butyl ester (493 mg, 1.83 mmol) afforded {3-[4-((R)-2-(2-methylpropyl)amino-1-phenyl-ethylamino)-piperidin-1-yl]-butyl}-carbamic acid tert-butyl ester (473 mg, 58%). The reactants are C(OCCl)(OCCC(C)C)=O (Chloromethyl isopentyl carbonate), [I-].[Na+] (sodium iodide). Run in CC(=O)C (acetone). Reaction conditions: time 6 hour. Yields the product C(OCI)(OCCC(C)C)=O (Iodomethyl 3-methyl-1-butyl carbonate). As a reaction SMILES: [C:1](=[O:11])([O:5][CH2:6][CH2:7][CH:8]([CH3:10])[CH3:9])[O:2][CH2:3]Cl.[I-:12].[Na+]>CC(C)=O>[C:1](=[O:11])([O:5][CH2:6][CH2:7][CH:8]([CH3:10])[CH3:9])[O:2][CH2:3][I:12] |f:1.2|. Reported procedure: Chloromethyl isopentyl carbonate (4.2 g) was dissolved in dry acetone (25 ml) and anhydrous sodium iodide (6.0 g) was added to it. The reaction mixture was stirred at room temperature protected from light for 6 hours. The acetone was evaporated off. The residue was taken in water (50 ml) and extracted with ether. The ether extract was washed successively with aqueous sodium bisulfite, water and brine and dried over sodium sulfate. Evaporation of ether gave a light-yellow oil of product weighing ... The reactants are C(CCCCC)=O (hexanal), Cl.NO (hydroxylamine hydrochloride). Reagents/catalysts: [Pt] (platinum on carbon). Run in CO (methanol). Product: C(CCCCC)N(O)CCCCCC (N,N-di-n-hexylhydroxylamine). The yield is 83.4%. As a reaction SMILES: [CH:1](=O)[CH2:2][CH2:3][CH2:4][CH2:5][CH3:6].Cl.[NH2:9][OH:10]>CO.[Pt]>[CH2:1]([N:9]([CH2:1][CH2:2][CH2:3][CH2:4][CH2:5][CH3:6])[OH:10])[CH2:2][CH2:3][CH2:4][CH2:5][CH3:6] |f:1.2|. Reported procedure: A solution of hexanal (5.0 g, 50 mmol) and hydroxylamine hydrochloride (3.8 g, 55 mmol) in 60 ml of methanol is shaken under hydrogen at 40-45 psi (2.8-3.15 Kg/cm2) for two hours at room temperature in the presence of a catalytic amount of 5% platinum on carbon (400 mg). The reaction mixture is then treated following the procedure given in Example 1 to give 4.2 g of crude N,N-di-n-hexylhydroxylamine product as a white solid. The product is identified by 90 MHz 1H NMR and is seen to be contaminat... Starting materials: FC1=CC=C(C=C1)N1C(=NC2=CC(=CC=C2C1=O)C(N)=NO)SCC(=O)OC(C)(C)C (tert-butyl 2-(3-(4-fluorophenyl)-7-(N′-hydroxycarbamimidoyl)-4-oxo-3,4-dihydroquinazolin-2-ylthio)acetate), C(C)(=O)OC(C)=O (acetic anhydride). The solvent is N#N (N2). The product is FC1=CC=C(C=C1)N1C(=NC2=CC(=CC=C2C1=O)C1=NOC(=N1)C)SCC(=O)OC(C)(C)C (tert-butyl 2-(3-(4-fluorophenyl)-7-(5-methyl-1,2,4-oxadiazol-3-yl)-4-oxo-3,4-dihydroquinazolin-2-ylthio)acetate). As a reaction SMILES: [F:1][C:2]1[CH:7]=[CH:6][C:5]([N:8]2[C:17](=[O:18])[C:16]3[C:11](=[CH:12][C:13]([C:19](=[N:21][OH:22])[NH2:20])=[CH:14][CH:15]=3)[N:10]=[C:9]2[S:23][CH2:24][C:25]([O:27][C:28]([CH3:31])([CH3:30])[CH3:29])=[O:26])=[CH:4][CH:3]=1.[C:32](OC(=O)C)(=O)[CH3:33]>N#N>[F:1][C:2]1[CH:3]=[CH:4][C:5]([N:8]2[C:17](=[O:18])[C:16]3[C:11](=[CH:12][C:13]([C:19]4[N:20]=[C:32]([CH3:33])[O:22][N:21]=4)=[CH:14][CH:15]=3)[N:10]=[C:9]2[S:23][CH2:24][C:25]([O:27][C:28]([CH3:31])([CH3:30])[CH3:29])=[O:26])=[CH:6][CH:7]=1. Procedure details: A solution of tert-butyl 2-(3-(4-fluorophenyl)-7-(N′-hydroxycarbamimidoyl)-4-oxo-3,4-dihydroquinazolin-2-ylthio)acetate (10B, 30 mg, 0.0676 mmol) in 3 mL of acetic anhydride was heated in N2 atmosphere 110° C. for 4 hours. The reaction was concentrated to yield tert-butyl 2-(3-(4-fluorophenyl)-7-(5-methyl-1,2,4-oxadiazol-3-yl)-4-oxo-3,4-dihydroquinazolin-2-ylthio)acetate (10C). MS (M+H)=469.